This data is from the Open Reaction Database (ORD), a public repository of structured organic reaction records. The task is: describe an organic reaction: reactants, conditions, products, and yield Reactants: ClC1=NC=NC2=CC(=C(C=C12)OC)OCCCN1CCOCC1 (4-chloro-6-methoxy-7-(3-morpholin-4-ylpropoxy)quinazoline), ClC1=C(C2=C(OCO2)C(=C1)C#CCOCC1CC1)N (5-chloro-7-[3-(cyclopropylmethoxy)prop-1-yn-1-yl]-1,3-benzodioxol-4-amine), C[Si](C)(C)[N-][Si](C)(C)C.[Na+] (sodium bis(trimethylsilyl)amide). RXN SMILES: Cl[C:2]1[C:11]2[C:6](=[CH:7][C:8]([O:14][CH2:15][CH2:16][CH2:17][N:18]3[CH2:23][CH2:22][O:21][CH2:20][CH2:19]3)=[C:9]([O:12][CH3:13])[CH:10]=2)[N:5]=[CH:4][N:3]=1.[Cl:24][C:25]1[CH:33]=[C:32]([C:34]#[C:35][CH2:36][O:37][CH2:38][CH:39]2[CH2:41][CH2:40]2)[C:28]2[O:29][CH2:30][O:31][C:27]=2[C:26]=1[NH2:42].C[Si]([N-][Si](C)(C)C)(C)C.[Na+]>CN(C=O)C>[Cl:24][C:25]1[CH:33]=[C:32]([C:34]#[C:35][CH2:36][O:37][CH2:38][CH:39]2[CH2:41][CH2:40]2)[C:28]2[O:29][CH2:30][O:31][C:27]=2[C:26]=1[NH:42][C:2]1[C:11]2[C:6](=[CH:7][C:8]([O:14][CH2:15][CH2:16][CH2:17][N:18]3[CH2:23][CH2:22][O:21][CH2:20][CH2:19]3)=[C:9]([O:12][CH3:13])[CH:10]=2)[N:5]=[CH:4][N:3]=1 |f:2.3|. Run in CN(C)C=O (DMF). Yields the product ClC1=C(C2=C(OCO2)C(=C1)C#CCOCC1CC1)NC1=NC=NC2=CC(=C(C=C12)OC)OCCCN1CCOCC1 (N-{5chloro-7-[3-(cyclopropylmethoxy)prop-1-yn-1-yl]-1,3-benzodioxol-4-yl}-6-methoxy-7-(3-morpholin-4-ylpropoxy)quinazolin-4-amine). Yield: 72.0%. Procedure: This was prepared using the method described in example 4 using 4-chloro-6-methoxy-7-(3-morpholin-4-ylpropoxy)quinazoline (200 mg, 0.59 mmol), 5-chloro-7-[3-(cyclopropylmethoxy)prop-1-yn-1-yl]-1,3-benzodioxol-4-amine (182 mg, 0.65 mmol) and a solution of sodium bis(trimethylsilyl)amide (1.0M in THF, 1.24 ml) in DMF (3 ml). The crude product was purified by column chromatography on silica using increasing concentrations of methanol in dichloromethane as eluent. There was thus obtained the title c...